Dataset: the Open Reaction Database (ORD), a public repository of structured organic reaction records. Task: describe an organic reaction: reactants, conditions, products, and yield Reactants: ClC1=NC(=NC(=C1CC(=O)OC)Cl)CC1=CC=C(C=C1)[N+](=O)[O-] (methyl [4,6-dichloro-2-(4-nitrobenzyl)pyrimidin-5-yl]acetate). The reagents and catalysts are [Pd] (Pd/C). The solvent is C1CCOC1 (THF). Reaction conditions: time 16 hour. The product is NC1=CC=C(CC2=NC(=C(C(=N2)Cl)CC(=O)OC)Cl)C=C1 (methyl [2-(4-aminobenzyl)-4,6-dichloropyrimidin-5-yl]acetate). Isolated yield 72.0%. Reaction SMILES: [Cl:1][C:2]1[C:7]([CH2:8][C:9]([O:11][CH3:12])=[O:10])=[C:6]([Cl:13])[N:5]=[C:4]([CH2:14][C:15]2[CH:20]=[CH:19][C:18]([N+:21]([O-])=O)=[CH:17][CH:16]=2)[N:3]=1>C1COCC1.[Pd]>[NH2:21][C:18]1[CH:17]=[CH:16][C:15]([CH2:14][C:4]2[N:5]=[C:6]([Cl:13])[C:7]([CH2:8][C:9]([O:11][CH3:12])=[O:10])=[C:2]([Cl:1])[N:3]=2)=[CH:20][CH:19]=1. Procedure details: A solution of methyl [4,6-dichloro-2-(4-nitrobenzyl)pyrimidin-5-yl]acetate (2.00 g, 5.62 mmol) in anhydrous THF (50 mL) was treated with Pd/C (10% Pd, 0.200 g) and the resulting black suspension was stirred under an atmosphere of hydrogen at room temperature. After 16 hours, the reaction mixture was filtered over Celite and the residue rinsed with copious amounts of MeOH. The filtrate was concentrated in vacuo to give the crude product as a dark yellow oil which was chromatographed (silica gel, ... The reactants are [N-]=C=S.[NH4+] (ammonium isothiocyanate), C(C1=CC=CC=C1)(=O)Cl (benzoyl chloride), N1=CC=C(C=C1)N1CCC(CC1)COC1=CC=C2CCNCC2=C1 (7-[1-(pyridin-4-yl)piperidin-4-ylmethoxy]-1,2,3,4-tetrahydroisoquinoline). Run in CC(=O)C (acetone), CC(=O)C (acetone), C(Cl)Cl (methylene chloride). Reaction conditions: temperature 75 celsius, time 10 minute. Product: N1=CC=C(C=C1)N1CCC(CC1)COC1=CC=C2CCN(CC2=C1)C(N)=S (7-[1-(Pyridin-4-yl)piperidin-4-ylmethoxy]-1,2,3,4-tetrahydroisoquinoline-2-carbothioamide). Isolated yield 44.8%. As a reaction SMILES: [N-:1]=[C:2]=[S:3].[NH4+].C(Cl)(=O)C1C=CC=CC=1.[N:14]1[CH:19]=[CH:18][C:17]([N:20]2[CH2:25][CH2:24][CH:23]([CH2:26][O:27][C:28]3[CH:37]=[C:36]4[C:31]([CH2:32][CH2:33][NH:34][CH2:35]4)=[CH:30][CH:29]=3)[CH2:22][CH2:21]2)=[CH:16][CH:15]=1>CC(C)=O.C(Cl)Cl>[N:14]1[CH:19]=[CH:18][C:17]([N:20]2[CH2:21][CH2:22][CH:23]([CH2:26][O:27][C:28]3[CH:37]=[C:36]4[C:31]([CH2:32][CH2:33][N:34]([C:2](=[S:3])[NH2:1])[CH2:35]4)=[CH:30][CH:29]=3)[CH2:24][CH2:25]2)=[CH:16][CH:15]=1 |f:0.1|. Procedure: To a solution of ammonium isothiocyanate (220 mg) in acetone (4.5 ml) was dropwise added benzoyl chloride (0.32 ml) at room temperature, and the mixture was stirred at 75° C. for 10 min. Then, a mixture of 7-[1-(pyridin-4-yl)piperidin-4-ylmethoxy]-1,2,3,4-tetrahydroisoquinoline (850 mg) in acetone (4.5 ml) and methylene chloride (4.5 ml) was added dropwise, and the mixture was stirred at the same temperature for 1 hour. After completion of the reaction, the solvent was evaporated and water was a... The reactants are ClCC=1N=C(SC1)C1=CC(=C(C(=C1)OC)OC)OC (4-Chloromethyl-2-(3,4,5-trimethoxyphenyl)thiazole), N1CCNCC1 (piperazine), C([O-])([O-])=O.[K+].[K+] (potassium carbonate), [I-].[K+] (potassium iodide). The solvent is CN(C)C=O (DMF). Conditions: time 5 hour. Product: COC=1C=C(C=C(C1OC)OC)C=1SC=C(N1)CN1CCN(CC1)CC=1N=C(SC1)C1=CC(=C(C(=C1)OC)OC)OC (N,N′-bis[[2-(3,4,5-Trimethoxyphenyl)thiazol-4-yl]methyl]piperazine). As a reaction SMILES: Cl[CH2:2][C:3]1[N:4]=[C:5]([C:8]2[CH:13]=[C:12]([O:14][CH3:15])[C:11]([O:16][CH3:17])=[C:10]([O:18][CH3:19])[CH:9]=2)[S:6][CH:7]=1.[NH:20]1[CH2:25][CH2:24][NH:23][CH2:22][CH2:21]1.[C:26](=[O:29])([O-])[O-].[K+].[K+].[I-].[K+]>CN(C=O)C>[CH3:19][O:18][C:10]1[CH:9]=[C:8]([C:5]2[S:6][CH:7]=[C:3]([CH2:2][N:20]3[CH2:25][CH2:24][N:23]([CH2:2][C:3]4[N:4]=[C:5]([C:8]5[CH:9]=[C:10]([O:18][CH3:19])[C:11]([O:16][CH3:17])=[C:12]([O:29][CH3:26])[CH:13]=5)[S:6][CH:7]=4)[CH2:22][CH2:21]3)[N:4]=2)[CH:13]=[C:12]([O:14][CH3:15])[C:11]=1[O:16][CH3:17] |f:2.3.4,5.6|. Procedure details: 4-Chloromethyl-2-(3,4,5-trimethoxyphenyl)thiazole (240 mg) and piperazine (34 mg) were dissolved in DMF (3 mL), potassium carbonate (166 mL) and potassium iodide (166 mg) were added to the solution, and the mixture was stirred at room temperature for 5 hours. After concentrating the reaction mixture under reduced pressure, chloroform was added to the residue, and the mixture was washed with water and saturated brine, dried over anhydrous magnesium sulfate and then concentrated under reduced pres... The reactants are CN1N=CC2=CC(=CC=C12)C=1C(NCCN1)=O (3-(1-methyl-1H-indazol-5-yl)-5,6-dihydropyrazin-2(1H)-one), BrC=1SC2=C(N1)C=C(C(=C2C2=CC=C(C=C2)Cl)[C@@H](C(=O)OCC)OC(C)(C)C)C ((S)-ethyl 2-(2-bromo-7-(4-chlorophenyl)-5-methylbenzo[d]thiazol-6-yl)-2-tert-butoxyacetate), COCCOCCN(CCOCCOC)CCOCCOC (tris(2-(2-methoxyethoxy)ethyl)amine), C([O-])([O-])=O.[K+].[K+] (potassium carbonate). Reagents/catalysts: [Cu]Cl (copper(I) chloride). Solvent: C=1(C(=CC=CC1)C)C (xylene). Conditions: temperature 140 celsius. The product is C(C)(C)(C)O[C@H](C(=O)OCC)C1=C(C2=C(N=C(S2)N2C(C(=NCC2)C=2C=C3C=NN(C3=CC2)C)=O)C=C1C)C1=CC=C(C=C1)Cl ((S)-ethyl 2-tert-butoxy-2-(7-(4-chlorophenyl)-5-methyl-2-(3-(1-methyl-1H-indazol-5-yl)-2-oxo-5,6-dihydropyrazin-1(2H)-yl)benzo[d]thiazol-6-yl)acetate). As a reaction SMILES: [CH3:1][N:2]1[C:10]2[C:5](=[CH:6][C:7]([C:11]3[C:12](=[O:17])[NH:13][CH2:14][CH2:15][N:16]=3)=[CH:8][CH:9]=2)[CH:4]=[N:3]1.Br[C:19]1[S:20][C:21]2[C:27]([C:28]3[CH:33]=[CH:32][C:31]([Cl:34])=[CH:30][CH:29]=3)=[C:26]([C@H:35]([O:41][C:42]([CH3:45])([CH3:44])[CH3:43])[C:36]([O:38][CH2:39][CH3:40])=[O:37])[C:25]([CH3:46])=[CH:24][C:22]=2[N:23]=1.COCCOCCN(CCOCCOC)CCOCCOC.C(=O)([O-])[O-].[K+].[K+]>C1(C)C(C)=CC=CC=1.[Cu]Cl>[C:42]([O:41][C@@H:35]([C:26]1[C:25]([CH3:46])=[CH:24][C:22]2[N:23]=[C:19]([N:13]3[CH2:14][CH2:15][N:16]=[C:11]([C:7]4[CH:6]=[C:5]5[C:10](=[CH:9][CH:8]=4)[N:2]([CH3:1])[N:3]=[CH:4]5)[C:12]3=[O:17])[S:20][C:21]=2[C:27]=1[C:28]1[CH:29]=[CH:30][C:31]([Cl:34])=[CH:32][CH:33]=1)[C:36]([O:38][CH2:39][CH3:40])=[O:37])([CH3:43])([CH3:44])[CH3:45] |f:3.4.5|. Reported procedure: The mixture of 3-(1-methyl-1H-indazol-5-yl)-5,6-dihydropyrazin-2(1H)-one (160 mg, 0.70 mmol), (S)-ethyl 2-(2-bromo-7-(4-chlorophenyl)-5-methylbenzo[d]thiazol-6-yl)-2-tert-butoxyacetate (500 mg, 1.05 mmol), tris(2-(2-methoxyethoxy)ethyl)amine (60 μL, 0.2 mmol), potassium carbonate (320 mg, 2.3 mmol), and copper(I) chloride (69 mg, 0.70 mmol) in xylene (16 mL) was degassed with nitrogen, and was heated at 140° C. for 16 hours. The reaction mixture was cooled and diluted with ethyl acetate. The mix...